This data is from the Open Reaction Database (ORD), a public repository of structured organic reaction records. The task is: describe an organic reaction: reactants, conditions, products, and yield The reactants are ClC(C(=O)NC1=CC(=C(C=C1)Cl)C(F)(F)F)(Cl)Cl (2,2,2-trichloro-N-(4-chloro-3-(trifluoromethyl)phenyl)acetamide), N12CCCCCC2=NCCC1 (1,8-diazabicyclo[5.4.0]undec-7-ene), NC1=CC=C(OC2=CC(=NC=C2)C(=O)NC)C=C1 (4-(4-aminophenoxy)-N-methylpicolinamide). The solvent is CN(C=O)C (N,N-dimethyl formamide), C(C)(=O)OCC (ethyl acetate). The product is ClC1=C(C=C(C=C1)NC(NC1=CC=C(OC2=CC(=NC=C2)C(=O)NC)C=C1)=O)C(F)(F)F (4-(4-(3-(4-chloro-3-(trifluoromethyl)phenyl) ureido)phenoxy)-N-methylpicolinamide). Isolated yield 84.8%. RXN SMILES: ClC(Cl)(Cl)[C:3]([NH:5][C:6]1[CH:11]=[CH:10][C:9]([Cl:12])=[C:8]([C:13]([F:16])([F:15])[F:14])[CH:7]=1)=[O:4].N12CCCN=C1CCCCC2.[NH2:30][C:31]1[CH:47]=[CH:46][C:34]([O:35][C:36]2[CH:41]=[CH:40][N:39]=[C:38]([C:42]([NH:44][CH3:45])=[O:43])[CH:37]=2)=[CH:33][CH:32]=1>CN(C)C=O.C(OCC)(=O)C>[Cl:12][C:9]1[CH:10]=[CH:11][C:6]([NH:5][C:3](=[O:4])[NH:30][C:31]2[CH:47]=[CH:46][C:34]([O:35][C:36]3[CH:41]=[CH:40][N:39]=[C:38]([C:42]([NH:44][CH3:45])=[O:43])[CH:37]=3)=[CH:33][CH:32]=2)=[CH:7][C:8]=1[C:13]([F:16])([F:15])[F:14]. Procedure details: 2,2,2-trichloro-N-(4-chloro-3-(trifluoromethyl)phenyl)acetamide (45 g, 0.1319 mol) was refluxed in N,N-dimethyl formamide (100 ml) with 1,8-diazabicyclo[5.4.0]undec-7-ene (24.67 ml, 0.1649 mol) and 4-(4-aminophenoxy)-N-methylpicolinamide (32.07 g, 0.1319 mol) for 24 hours and cooled to room temperature. The reaction mass was quenched in water (1000 ml). The quenched mass was extracted repeatedly with ethyl acetate and the combined ethyl acetate layer was then back washed with water to remove DMF... Starting materials: CC1=NC(=NO1)C1=C(C=CC=C1)N (2-(5-methyl-1,2,4-oxadiazol-3-yl)benzeneamine), C(=O)(Cl)Cl (phosgene). Run in ClCCl (dichloromethane), ClCCl (dichloromethane). Conditions: time 17 hour. Yields the product CC1=NC(=NO1)C1=C(C=CC=C1)NC(=O)Cl ([2-(5-Methyl-1,2,4-oxadiazol-3-yl)phenyl]carbamoyl Chloride). As a reaction SMILES: [CH3:1][C:2]1[O:6][N:5]=[C:4]([C:7]2[CH:12]=[CH:11][CH:10]=[CH:9][C:8]=2[NH2:13])[N:3]=1.[C:14](Cl)([Cl:16])=[O:15]>ClCCl>[CH3:1][C:2]1[O:6][N:5]=[C:4]([C:7]2[CH:12]=[CH:11][CH:10]=[CH:9][C:8]=2[NH:13][C:14]([Cl:16])=[O:15])[N:3]=1. Reported procedure: A solution of 2-(5-methyl-1,2,4-oxadiazol-3-yl)benzeneamine (1.0 g) in dry dichloromethane (20 ml) was added dropwise to a solution of phosgene (14.1 ml) in dichloromethane (50 ml) at 0° under a nitrogen atmosphere. The opaque solution was then allowed to slowly attain room temperature and stirred for 17 h. The reaction mixture was concentrated under vacuo to give a pale yellow solid (1.3 g). The reactants are BrC1=CC2=C(NC(C(CN2)C)=S)C=C1 (7-bromo-3-methyl-4,5-dihydro-1H-benzo[b][1,4]diazepine-2(3H)-thione), C(C)(=O)NN (acetohydrazide). Product: C1=NN=C2N1C1=C(N=CC2)C=CC=C1 (4H-[1,2,4]triazolo[4,3-a][1,5]benzodiazepine). Reaction SMILES: Br[C:2]1[CH:14]=[CH:13][C:5]2[NH:6][C:7](=S)[CH:8](C)[CH2:9][NH:10][C:4]=2[CH:3]=1.[C:15]([NH:18][NH2:19])(=O)C>C(O)CCC>[CH:15]1[N:6]2[C:5]3[CH:13]=[CH:14][CH:2]=[CH:3][C:4]=3[N:10]=[CH:9][CH2:8][C:7]2=[N:19][N:18]=1. Solvent: C(CCC)O (n-butanol). Procedure: A solution of 7-bromo-3-methyl-4,5-dihydro-1H-benzo[b][1,4]diazepine-2(3H)-thione (1.5 g, 5.5 mmol) and acetohydrazide (693 mg, 9.36 mmol) in n-butanol (20 mL) was heated at 130° C. for 12 hours. The reaction mixture was concentrated in vacuo, diluted with water (20 mL), extracted with ethyl acetate (15 mL×3) and washed with brine (10 mL×3). The combined organic phase was dried over anhydrous sodium sulfate and then filtered. The filtrate was concentrated to give a crude product, which was purif... The reactants are OC1(C(N(C2=CC=CC=C12)CCCCC)=O)C1=CC2=C(N=C(S2)C)C=C1O (3-hydroxy-3-(5-hydroxy-2-methyl-1,3-benzothiazol-6-yl)-1-pentyl-1,3-dihydro-2H-indol-2-one). The solvent is I (hydroiodic acid). The product is OC=1C(=CC2=C(N=C(S2)C)C1)C1C(N(C2=CC=CC=C12)CCCCC)=O (3-(5-hydroxy-2-methyl-1,3-benzothiazol-6-yl)-1-pentyl-1,3-dihydro-2H-indol-2-one). As a reaction SMILES: O[C:2]1([C:17]2[C:26]([OH:27])=[CH:25][C:20]3[N:21]=[C:22]([CH3:24])[S:23][C:19]=3[CH:18]=2)[C:10]2[C:5](=[CH:6][CH:7]=[CH:8][CH:9]=2)[N:4]([CH2:11][CH2:12][CH2:13][CH2:14][CH3:15])[C:3]1=[O:16]>I>[OH:27][C:26]1[C:17]([CH:2]2[C:10]3[C:5](=[CH:6][CH:7]=[CH:8][CH:9]=3)[N:4]([CH2:11][CH2:12][CH2:13][CH2:14][CH3:15])[C:3]2=[O:16])=[CH:18][C:19]2[S:23][C:22]([CH3:24])=[N:21][C:20]=2[CH:25]=1. Procedure: A suspension of 3-hydroxy-3-(5-hydroxy-2-methyl-1,3-benzothiazol-6-yl)-1-pentyl-1,3-dihydro-2H-indol-2-one (0.50 g, 1.31 mmol) in hydroiodic acid (10.0 mL) was refluxed for 1.5 days. The reaction mixture was concentrated in vacuo to dryness. The residue was used directly in next step. Reactants: C(C1=CC=CC=C1)N(C=1C(=C(C=O)C(=CC1)F)F)CC1=CC=CC=C1 (3-dibenzylamino-2,6-difluoro-benzaldehyde), N1=CC(=CC=C1)C=1C=C2C(=NC1)NC=C2 (5-pyridin-3-yl-1H-pyrrolo[2,3-b]pyridine), [OH-].[K+] (potassium hydroxide), O (water). The solvent is CO (methanol). Run at time 8 hour. Product: C(C1=CC=CC=C1)N(C=1C(=C(C(=CC1)F)C(O)C1=CNC2=NC=C(C=C21)C=2C=NC=CC2)F)CC2=CC=CC=C2 ((3-dibenzylamino-2,6-difluoro-phenyl)-(5-pyridin-3-yl-1H-pyrrolo[2,3-b]pyridin-3-yl)-methanol). RXN SMILES: [CH2:1]([N:8]([CH2:19][C:20]1[CH:25]=[CH:24][CH:23]=[CH:22][CH:21]=1)[C:9]1[C:10]([F:18])=[C:11]([C:14]([F:17])=[CH:15][CH:16]=1)[CH:12]=[O:13])[C:2]1[CH:7]=[CH:6][CH:5]=[CH:4][CH:3]=1.[N:26]1[CH:31]=[CH:30][CH:29]=[C:28]([C:32]2[CH:33]=[C:34]3[CH:40]=[CH:39][NH:38][C:35]3=[N:36][CH:37]=2)[CH:27]=1.[OH-].[K+].O>CO>[CH2:19]([N:8]([CH2:1][C:2]1[CH:3]=[CH:4][CH:5]=[CH:6][CH:7]=1)[C:9]1[C:10]([F:18])=[C:11]([CH:12]([C:40]2[C:34]3[C:35](=[N:36][CH:37]=[C:32]([C:28]4[CH:27]=[N:26][CH:31]=[CH:30][CH:29]=4)[CH:33]=3)[NH:38][CH:39]=2)[OH:13])[C:14]([F:17])=[CH:15][CH:16]=1)[C:20]1[CH:25]=[CH:24][CH:23]=[CH:22][CH:21]=1 |f:2.3|. Procedure details: To 3-dibenzylamino-2,6-difluoro-benzaldehyde (53, 0.76 g, 2.3 mmol) in methanol (50 mL) were added 5-pyridin-3-yl-1H-pyrrolo[2,3-b]pyridine (89, 0.40 g, 2.1 mmol, prepared as described in Example 17) and potassium hydroxide (0.50 g, 8.9 mmol) under an atmosphere of nitrogen. The reaction was stirred at room temperature overnight. The reaction was poured into water and extracted with ethyl acetate. The organic layer was washed with brine, dried over anhydrous sodium sulfate and filtered. The filt... The reactants are CC1=NOC(=C1)C (3,5-dimethylisoxazole), C(C)(C)(C)OC(=O)C1=CC=C(OCCCCCCBr)C=C1 (6-(4-tertiary-butyloxycarbonylphenoxy)hexyl bromide). Product: C(C)(C)(C)OC(=O)C1=CC=C(OCCCCCCCC2=CC(=NO2)C)C=C1 (5-[7-(4-Tertiary-butyloxycarbonylphenoxy)heptyl]-3-methylisoxazole). The yield is 23.0%. As a reaction SMILES: [CH3:1][C:2]1[CH:6]=[C:5]([CH3:7])[O:4][N:3]=1.[C:8]([O:12][C:13]([C:15]1[CH:28]=[CH:27][C:18]([O:19][CH2:20][CH2:21][CH2:22][CH2:23][CH2:24][CH2:25]Br)=[CH:17][CH:16]=1)=[O:14])([CH3:11])([CH3:10])[CH3:9]>>[C:8]([O:12][C:13]([C:15]1[CH:28]=[CH:27][C:18]([O:19][CH2:20][CH2:21][CH2:22][CH2:23][CH2:24][CH2:25][CH2:7][C:5]2[O:4][N:3]=[C:2]([CH3:1])[CH:6]=2)=[CH:17][CH:16]=1)=[O:14])([CH3:10])([CH3:9])[CH3:11]. Reported procedure: [I; R is CH3, n is 5, X is O, Ar is 4--(CH3)3 --COOCC6H4 ], m.p. 76° C., in 23% yield from 3,5-dimethylisoxazole and 6-(4-tertiary-butyloxycarbonylphenoxy)hexyl bromide; MIC vs. rhinovirus Type 2 in vitro=6.2 μg/ml. Starting materials: NC1=C2C(=NC=N1)N(N=C2C2=CC=C(C=C2)OC2=CC=CC=C2)[C@H]2CN(CCC2)C(=O)OC(C)(C)C ((R)-tert-butyl 3-[4-amino-3-(4-phenoxyphenyl)-1H-pyrazolo[3,4-d]pyrimidin-1-yl]piperidine-1-carboxylate). Run in ClCCl (dichloromethane), FC(C(=O)O)(F)F (trifluoroacetic acid). Conditions: time 12 hour. Yields the product O(C1=CC=CC=C1)C1=CC=C(C=C1)C1=NN(C2=NC=NC(=C21)N)[C@H]2CNCCC2 ((R)-3-(4-phenoxyphenyl)-1-(piperidin-3-yl)-1H-pyrazolo[3,4-d]pyrimidin-4-amine). Isolated yield 104.2%. As a reaction SMILES: [NH2:1][C:2]1[N:7]=[CH:6][N:5]=[C:4]2[N:8]([C@@H:24]3[CH2:29][CH2:28][CH2:27][N:26](C(OC(C)(C)C)=O)[CH2:25]3)[N:9]=[C:10]([C:11]3[CH:16]=[CH:15][C:14]([O:17][C:18]4[CH:23]=[CH:22][CH:21]=[CH:20][CH:19]=4)=[CH:13][CH:12]=3)[C:3]=12>ClCCl.FC(F)(F)C(O)=O>[O:17]([C:14]1[CH:13]=[CH:12][C:11]([C:10]2[C:3]3[C:4](=[N:5][CH:6]=[N:7][C:2]=3[NH2:1])[N:8]([C@@H:24]3[CH2:29][CH2:28][CH2:27][NH:26][CH2:25]3)[N:9]=2)=[CH:16][CH:15]=1)[C:18]1[CH:23]=[CH:22][CH:21]=[CH:20][CH:19]=1. Reported procedure: A mixture of (R)-tert-butyl 3-[4-amino-3-(4-phenoxyphenyl)-1H-pyrazolo[3,4-d]pyrimidin-1-yl]piperidine-1-carboxylate (700 mg, 1.44 mmol, 1.00 equiv) in dichloromethane (100 mL) and trifluoroacetic acid (20 mL) was stirred at room temperature for 12 h. The reaction mixture was concentrated under vacuum to yield 580 mg of crude (R)-3-(4-phenoxyphenyl)-1-(piperidin-3-yl)-1H-pyrazolo[3,4-d]pyrimidin-4-amine as a yellow oil. Reactants: CCCCCC (hexane), [OH-].[Na+] (sodium hydroxide), FC=1C=C(C=CC1)C(CCC(C)=O)=O (1-(3-Fluorophenyl)-1,4-pentandione). The solvent is O (water). Conditions: temperature 100 celsius, time 3 hour. Product: FC=1C=C(C=CC1)C1=CC(CC1)=O (3-(3-fluorophenyl)cyclopent-2-en-1-one). Isolated yield 42568.4%. As a reaction SMILES: [F:1][C:2]1[CH:3]=[C:4]([C:8](=O)[CH2:9][CH2:10][C:11](=[O:13])[CH3:12])[CH:5]=[CH:6][CH:7]=1.[OH-].[Na+].CCCCCC>O>[F:1][C:2]1[CH:3]=[C:4]([C:8]2[CH2:9][CH2:10][C:11](=[O:13])[CH:12]=2)[CH:5]=[CH:6][CH:7]=1 |f:1.2|. Reported procedure: 1-(3-Fluorophenyl)-1,4-pentandione (23 g, 0.12 mmol) was dissolved in water (550 ml) containing 11 g of sodium hydroxide and the solution was stirred at 100° C. for 3 hours. After cooling to 0° C. the resultant brown crystals were collected by filtration and washed with water. The title compound (9 g, 45% yield) was obtained by recrystallization from hexane as a yellow solid.